Task: describe an organic reaction: reactants, conditions, products, and yield. Dataset: the Open Reaction Database (ORD), a public repository of structured organic reaction records RXN SMILES: [CH3:45][OH:46].[Cl:1][c:2]1[n:3][cH:4][n:5][c:6]2[c:7]1[O:8][CH2:9][CH2:10][N:11]2[CH:12]1[CH2:13][CH2:14][N:15]([C:18](=[O:19])[O:20][CH:21]([CH3:22])[CH3:23])[CH2:16][CH2:17]1.[F:24][c:25]1[cH:26][c:27]([C:28]#[N:29])[cH:30][cH:31][c:32]1[OH:33].[K+:34].[K+:35].[O-:36][C:37]([O-:38])=[O:39].[O:40]=[CH:41][N:42]([CH3:43])[CH3:44]>>[c:2]1([O:33][c:32]2[c:25]([F:24])[cH:26][c:27]([C:28]#[N:29])[cH:30][cH:31]2)[n:3][cH:4][n:5][c:6]2[c:7]1[O:8][CH2:9][CH2:10][N:11]2[CH:12]1[CH2:13][CH2:14][N:15]([C:18](=[O:19])[O:20][CH:21]([CH3:22])[CH3:23])[CH2:16][CH2:17]1. Starting materials: CO, CC(C)OC(=O)N1CCC(N2CCOc3c(Cl)ncnc32)CC1, N#Cc1ccc(O)c(F)c1, [K+], [K+], O=C([O-])[O-], CN(C)C=O. Product: CC(C)OC(=O)N1CCC(N2CCOc3c(Oc4ccc(C#N)cc4F)ncnc32)CC1. The reactants are [F-].C(CCC)[N+](CCCC)(CCCC)CCCC (tetrabutylammonium fluoride), COC[C@H](C)OC=1C=C(C=C(C1)O[Si](C(C)C)(C(C)C)C(C)C)C1=CC=C(N1)C=1OC[C@H](N1)C ((4R)-2-[5-(3-{[(2S)-1-Methoxypropan-2-yl]oxy}-5-[(tripropan-2-ylsilyl)oxy]phenyl)-1H-pyrrol-2-yl]-4-methyl-4,5-dihydro-1,3-oxazole), [Cl-].[NH4+] (ammonium chloride). Solvent: O1CCCC1 (tetrahydrofuran). Run at time 30 minute. Yields the product COC[C@H](C)OC=1C=C(C=C(C1)C=1NC(=CC1)C=1OC[C@H](N1)C)O (3-{[(2S)-1-Methoxypropan-2-yl]oxy}-5-{5-[(4R)-4-methyl-4,5-dihydro-1,3-oxazol-2-yl]-1H-pyrrol-2-yl}phenol). Isolated yield 90.1%. RXN SMILES: [CH3:1][O:2][CH2:3][C@@H:4]([O:6][C:7]1[CH:8]=[C:9]([C:24]2[NH:28][C:27]([C:29]3[O:30][CH2:31][C@@H:32]([CH3:34])[N:33]=3)=[CH:26][CH:25]=2)[CH:10]=[C:11]([O:13][Si](C(C)C)(C(C)C)C(C)C)[CH:12]=1)[CH3:5].[F-].C([N+](CCCC)(CCCC)CCCC)CCC.[Cl-].[NH4+]>O1CCCC1>[CH3:1][O:2][CH2:3][C@@H:4]([O:6][C:7]1[CH:12]=[C:11]([OH:13])[CH:10]=[C:9]([C:24]2[NH:28][C:27]([C:29]3[O:30][CH2:31][C@@H:32]([CH3:34])[N:33]=3)=[CH:26][CH:25]=2)[CH:8]=1)[CH3:5] |f:1.2,3.4|. Reported procedure: (4R)-2-[5-(3-{[(2S)-1-Methoxypropan-2-yl]oxy}-5-[(tripropan-2-ylsilyl)oxy]phenyl)-1H-pyrrol-2-yl]-4-methyl-4,5-dihydro-1,3-oxazole (1.18 g, 2.42 mmol) synthesized in Example (107b) was dissolved in tetrahydrofuran (10 mL), and tetrabutylammonium fluoride (1.0 mol/L tetrahydrofuran solution, 3.00 mL, 3.00 mmol) was added at room temperature, followed by stirring at room temperature for 30 minutes under nitrogen atmosphere. To this reaction solution, a saturated aqueous ammonium chloride solution ... The reactants are ClC=1C=C(C=C(C1)C1=CC(=NC=C1)C)NC([C@H](CC1=CC=CC=C1)NC(OC(C)(C)C)=O)=O (tert-butyl (S)-1-(3-chloro-5-(2-methylpyridin-4-yl)phenylamino)-1-oxo-3-phenylpropan-2-ylcarbamate), C(=O)(C(F)(F)F)O (TFA). Solvent: C(Cl)Cl (DCM). Conditions: time 3 hour. The product is N[C@H](C(=O)NC1=CC(=CC(=C1)C1=CC(=NC=C1)C)Cl)CC1=CC=CC=C1 ((2S)-2-amino-N-(3-chloro-5-(2-methylpyridin-4-yl)phenyl)-3-phenylpropanamide). The yield is 98.1%. As a reaction SMILES: [Cl:1][C:2]1[CH:3]=[C:4]([NH:15][C:16](=[O:33])[C@@H:17]([NH:25]C(=O)OC(C)(C)C)[CH2:18][C:19]2[CH:24]=[CH:23][CH:22]=[CH:21][CH:20]=2)[CH:5]=[C:6]([C:8]2[CH:13]=[CH:12][N:11]=[C:10]([CH3:14])[CH:9]=2)[CH:7]=1.C(O)(C(F)(F)F)=O>C(Cl)Cl>[NH2:25][C@@H:17]([CH2:18][C:19]1[CH:24]=[CH:23][CH:22]=[CH:21][CH:20]=1)[C:16]([NH:15][C:4]1[CH:5]=[C:6]([C:8]2[CH:13]=[CH:12][N:11]=[C:10]([CH3:14])[CH:9]=2)[CH:7]=[C:2]([Cl:1])[CH:3]=1)=[O:33]. Procedure: 2-methylpyridin-4-ylboronic acid (327 mg, 2.39 mmol), (S)-tert-butyl 1-(3-bromo-5-chlorophenylamino)-1-oxo-3-phenylpropan-2-ylcarbamate (542 mg, 1.19 mmol), tetrakis(triphenylphosphine)palladium (345 mg, 0.30 mmol), cesium fluoride (544 mg, 3.58 mmol) were added to a vial then DME (4778 μl, 1194 μmol) was added and the mixture was heated to 85° C. for 8 h. The reaction was loaded and purified on Phenomenex Geminni C18 HPLC 50 mm×250 mm running ACN/Water/0.1% TFA in a linear gradient. The fractio... The reactants are Al, [N+](=O)([O-])C=1C=NC=CC1Cl (3-nitro-4-chloropyridine), NC1=CC=C(CO)C=C1 (4-aminobenzyl alcohol), C([O-])(O)=O.[Na+] (sodium bicarbonate). Run in C(C)O (ethanol). Product: [N+](=O)([O-])C=1C=NC=CC1NC1=CC=C(C=C1)CO (3-nitro-4-(p-hydroxymethylphenylamino)pyridine). Reaction SMILES: [N+:1]([C:4]1[CH:5]=[N:6][CH:7]=[CH:8][C:9]=1Cl)([O-:3])=[O:2].[NH2:11][C:12]1[CH:19]=[CH:18][C:15]([CH2:16][OH:17])=[CH:14][CH:13]=1.C(=O)(O)[O-].[Na+]>C(O)C>[N+:1]([C:4]1[CH:5]=[N:6][CH:7]=[CH:8][C:9]=1[NH:11][C:12]1[CH:19]=[CH:18][C:15]([CH2:16][OH:17])=[CH:14][CH:13]=1)([O-:3])=[O:2] |f:2.3|. Procedure details: In a manner similar to Preparation Al 88.5 g of 3-nitro-4-chloropyridine, 68.7 g of 4-aminobenzyl alcohol and 46.9 g of sodium bicarbonate in 500 ml of ethanol to give 56.3 g of the titled intermediate. The reactants are C(C)N1C(C=2N(C3=CC=CC=C13)C=C(C2)C(=O)[O-])=O (4,5-dihydro-5-ethyl-4-oxo-pyrrolo-[1,2-a]-quinoxaline-2-carboxylate), C(=O)(N1C=NC=C1)N1C=NC=C1 (carbonyldiimidazole), NC1=NN=NN1 (5-amino-tetrazole). Solvent: CN(C=O)C (dimethylformamide). Run at time 30 minute. Product: C(C)N1C(C=2N(C3=CC=CC=C13)C=C(C2)C(=O)NC2=NN=NN2)=O (4,5-dihydro-5-ethyl-4-oxo-N-(1H-tetrazol-5-yl)-pyrrolo-[1,2-a]-quinoxaline-2-carboxamide). Isolated yield 92.1%. As a reaction SMILES: [CH2:1]([N:3]1[C:12]2[C:7](=[CH:8][CH:9]=[CH:10][CH:11]=2)[N:6]2[CH:13]=[C:14]([C:16]([O-:18])=O)[CH:15]=[C:5]2[C:4]1=[O:19])[CH3:2].C(N1C=CN=C1)(N1C=CN=C1)=O.[NH2:32][C:33]1[NH:37][N:36]=[N:35][N:34]=1>CN(C)C=O>[CH2:1]([N:3]1[C:12]2[C:7](=[CH:8][CH:9]=[CH:10][CH:11]=2)[N:6]2[CH:13]=[C:14]([C:16]([NH:32][C:33]3[NH:37][N:36]=[N:35][N:34]=3)=[O:18])[CH:15]=[C:5]2[C:4]1=[O:19])[CH3:2]. Procedure: A mixture of 1.2 g (4.7 mmole) of 4,5-dihydro-5-ethyl-4-oxo-pyrrolo-[1,2-a]-quinoxaline-2-carboxylate acid (prepared by the process of French application No. 2,387,230), 0.81 g (5.0 mmole) of carbonyldiimidazole and 25 ml of anhydrous dimethylformamide was stirred until a clear solution was obtained and 0.425 g (5.0 mmole) of anhydrous 5-amino-tetrazole were added thereto. The mixture was stirred at room temperature for 30 minutes and was then filtered. The recovered product was washed with ethy...